This data is from the Open Reaction Database (ORD), a public repository of structured organic reaction records. The task is: describe an organic reaction: reactants, conditions, products, and yield Reactants: CN1C=NC=C1C(=O)C1=CC=CC=C1 ((1-methyl-1H-imidazol-5-yl)(phenyl)methanone), Cl.NO (hydroxylamine hydrochloride). Run in N1=CC=CC=C1 (pyridine). Run at time 3 hour. The product is ON=C(C1=CC=CC=C1)C1=CN=CN1C (N-hydroxy-1-(1-methyl-1H-imidazol-5-yl)-1-phenylmethanimine). Isolated yield 47.2%. Reaction SMILES: [CH3:1][N:2]1[C:6]([C:7]([C:9]2[CH:14]=[CH:13][CH:12]=[CH:11][CH:10]=2)=O)=[CH:5][N:4]=[CH:3]1.Cl.[NH2:16][OH:17]>N1C=CC=CC=1>[OH:17][N:16]=[C:7]([C:6]1[N:2]([CH3:1])[CH:3]=[N:4][CH:5]=1)[C:9]1[CH:14]=[CH:13][CH:12]=[CH:11][CH:10]=1 |f:1.2|. Reported procedure: A solution of (1-methyl-1H-imidazol-5-yl)(phenyl)methanone (14.0 g, 75 mmol) and hydroxylamine hydrochloride (13.1 g, 188 mmol) in pyridine (60 mL) was stirred for 72 h at room temperature, and for 3 h at 50° C. After removal of the solvent in vacuo, addition of water (600 mL) and extraction with ethyl acetate (4×150 mL), the combined organic layers were washed with water (150 mL), dried over MgSO4 and concentrated in vacuo. The resulting yellow solid was washed with pentane to afford N-hydroxy-... The reactants are [F-].C(CCC)[N+](CCCC)(CCCC)CCCC (Tetrabutylammonium fluoride), C(C1=CC=CC=C1)O[C@H]1[C@@H]2[C@@H](O[C@@]1(CO[Si](C1=CC=CC=C1)(C1=CC=CC=C1)C(C)(C)C)CO2)N2C=NC=1C(=O)NC(NC(C(C)C)=O)=NC21 (3′-O-benzyl-5′-O-t-butyldiphenylsilyl-2′-O,4′-C-methylene-N2-isobutyrylguanosine). Run in O1CCCC1 (tetrahydrofuran). Run at time 1 hour. The product is C(C1=CC=CC=C1)O[C@H]1[C@@H]2[C@@H](O[C@@]1(CO)CO2)N2C=NC=1C(=O)NC(NC(C(C)C)=O)=NC21 (3′-O-benzyl-2′-O,4′-C-methylene-N2-isobutyrylguanosine). Yield: 0.1%. Reaction SMILES: [F-].C([N+](CCCC)(CCCC)CCCC)CCC.[CH2:19]([O:26][C@@H:27]1[C@@:31]2([CH2:51][O:52][C@H:28]1[C@H:29]([N:53]1[C:68]3[N:67]=[C:60]([NH:61][C:62](=[O:66])[CH:63]([CH3:65])[CH3:64])[NH:59][C:57](=[O:58])[C:56]=3[N:55]=[CH:54]1)[O:30]2)[CH2:32][O:33][Si](C(C)(C)C)(C1C=CC=CC=1)C1C=CC=CC=1)[C:20]1[CH:25]=[CH:24][CH:23]=[CH:22][CH:21]=1>O1CCCC1>[CH2:19]([O:26][C@@H:27]1[C@@:31]2([CH2:51][O:52][C@H:28]1[C@H:29]([N:53]1[C:68]3[N:67]=[C:60]([NH:61][C:62](=[O:66])[CH:63]([CH3:64])[CH3:65])[NH:59][C:57](=[O:58])[C:56]=3[N:55]=[CH:54]1)[O:30]2)[CH2:32][OH:33])[C:20]1[CH:21]=[CH:22][CH:23]=[CH:24][CH:25]=1 |f:0.1|. Procedure: Tetrabutylammonium fluoride (1.0 M in THF, 0.90 ml, 0.90 mmol) was added, at room temperature, to a tetrahydrofuran solution (3.0 ml) of Compound 46 (41.3 mg, 0.060 mol), and the mixture was stirred for 1 hour at room temperature. The reaction mixture was distilled under reduced pressure, and the resulting crude product was purified by silica gel column chromatography (Ac0H-EtOH, 20:1) to obtain a white powder, Compound 47 (27.1 mg, 0.060 mmol, quant.).